The task is: describe an organic reaction: reactants, conditions, products, and yield. This data is from the Open Reaction Database (ORD), a public repository of structured organic reaction records. Starting materials: FC(C(=O)O)(F)F.FC(C(=O)O)(F)F.ClC=1C=NC=2NC=3C=CC=C(CCC4=CC(=CC(NC1N2)=C4)N)C3 (6-chloro-2,4,8,22-tetraazatetracyclo[14.3.1.1(3,7).1(9,13)]docosa-1(20),3(22),4,6,9(21),10,12,16,18-nonaen-11-amine bis(trifluoroacetate)), FC1=CC(=CC=C1)N=C=O (1-fluoro-3-isocyanatobenzene). The product is FC(C(=O)O)(F)F.ClC=1C=NC=2NC=3C=CC=C(CCC4=CC(=CC(NC1N2)=C4)NC(=O)NC4=CC(=CC=C4)F)C3 (N-[6-Chloro-2,4,8,22-tetraazatetracyclo[14.3.1.1(3,7).1(9,13)]docosa-1(20),3(22),4,6,9(21),10,12,16,18-nonaen-11-yl]-N′-(3-fluorophenyl)urea trifluoroacetate). Isolated yield 49.0%. RXN SMILES: [F:1][C:2]([F:7])([F:6])[C:3]([OH:5])=[O:4].FC(F)(F)C(O)=O.[Cl:15][C:16]1[CH:17]=[N:18][C:19]2[NH:20][C:21]3[CH:22]=[CH:23][CH:24]=[C:25]([CH:38]=3)[CH2:26][CH2:27][C:28]3[CH:36]=[C:32]([NH:33][C:34]=1[N:35]=2)[CH:31]=[C:30]([NH2:37])[CH:29]=3.[F:39][C:40]1[CH:45]=[CH:44][CH:43]=[C:42]([N:46]=[C:47]=[O:48])[CH:41]=1>>[F:1][C:2]([F:7])([F:6])[C:3]([OH:5])=[O:4].[Cl:15][C:16]1[CH:17]=[N:18][C:19]2[NH:20][C:21]3[CH:22]=[CH:23][CH:24]=[C:25]([CH:38]=3)[CH2:26][CH2:27][C:28]3[CH:36]=[C:32]([NH:33][C:34]=1[N:35]=2)[CH:31]=[C:30]([NH:37][C:47]([NH:46][C:42]1[CH:43]=[CH:44][CH:45]=[C:40]([F:39])[CH:41]=1)=[O:48])[CH:29]=3 |f:0.1.2,4.5|. Procedure details: The desired compound was prepared according to the procedure of Example B83, using 6-chloro-2,4,8,22-tetraazatetracyclo[14.3.1.1(3,7).1(9,13)]docosa-1(20),3(22),4,6,9(21),10,12,16,18-nonaen-11-amine bis(trifluoroacetate) and 1-fluoro-3-isocyanatobenzene as the starting materials in 49% yield. LCMS for C25H21ClFN6O (M+H)+: m/z=475.2. 1H NMR (400 MHz, DMSO-d6): δ 9.56 (s, 1H), 9.47 (s, 1H), 9.03 (m, 1H), 8.81 (m, 1H), 8.12 (s, 1H), 7.86 (m, 1H), 7.40 (m, 1H), 7.31 (m, 1H), 7.24 (m, 2H), 7.05 (m, 3... The reactants are FC=1C=CC(=NC1)C1=NOC(=C1CNC1=NN(C(=C1)C(=O)O)C)C (3-((3-(5-fluoropyridin-2-yl)-5-methylisoxazol-4-yl)methylamino)-1-methyl-1H-pyrazole-5-carboxylic acid), CC1(COC1)N (3-methyl-3-oxetanamine). Product: FC=1C=CC(=NC1)C1=NOC(=C1CNC1=NN(C(=C1)C(=O)NC1(COC1)C)C)C (3-((3-(5-Fluoropyridin-2-yl)-5-methylisoxazol-4-yl)methylamino)-1-methyl-N-(3-methyloxetan-3-yl)-1H-pyrazole-5-carboxamide). The yield is 81.0%. As a reaction SMILES: [F:1][C:2]1[CH:3]=[CH:4][C:5]([C:8]2[C:12]([CH2:13][NH:14][C:15]3[CH:19]=[C:18]([C:20]([OH:22])=O)[N:17]([CH3:23])[N:16]=3)=[C:11]([CH3:24])[O:10][N:9]=2)=[N:6][CH:7]=1.[CH3:25][C:26]1([NH2:30])[CH2:29][O:28][CH2:27]1>>[F:1][C:2]1[CH:3]=[CH:4][C:5]([C:8]2[C:12]([CH2:13][NH:14][C:15]3[CH:19]=[C:18]([C:20]([NH:30][C:26]4([CH3:25])[CH2:29][O:28][CH2:27]4)=[O:22])[N:17]([CH3:23])[N:16]=3)=[C:11]([CH3:24])[O:10][N:9]=2)=[N:6][CH:7]=1. Reported procedure: As described for example 163c, 3-((3-(5-fluoropyridin-2-yl)-5-methylisoxazol-4-yl)methylamino)-1-methyl-1H-pyrazole-5-carboxylic acid (92 mg, 0.28 mol) was converted, using 3-methyl-3-oxetanamine instead of isopropylamine, to the title compound (90 mg, 81%) which was obtained as a white solid. MS: m/e=401.3 [M+H]+. Starting materials: C(C1=CC=CC=C1)OC1=C(C=C(C=C1)OC)C(O)C1=CC=C(C=C1)OC ((2-benzyloxy-5-methoxyphenyl)-(4-methoxyphenyl)methanol), Cl (HCl). The reagents and catalysts are [OH-].[Pd+2].[OH-] (palladium hydroxide). The solvent is CO (methanol). Run at time 14 hour. The product is COC1=CC=C(CC2=C(C=CC(=C2)OC)O)C=C1 (2-(4-Methoxybenzyl)-4-methoxyphenol). Isolated yield 91.5%. Reaction SMILES: C([O:8][C:9]1[CH:14]=[CH:13][C:12]([O:15][CH3:16])=[CH:11][C:10]=1[CH:17]([C:19]1[CH:24]=[CH:23][C:22]([O:25][CH3:26])=[CH:21][CH:20]=1)O)C1C=CC=CC=1.Cl>CO.[OH-].[Pd+2].[OH-]>[CH3:26][O:25][C:22]1[CH:21]=[CH:20][C:19]([CH2:17][C:10]2[CH:11]=[C:12]([O:15][CH3:16])[CH:13]=[CH:14][C:9]=2[OH:8])=[CH:24][CH:23]=1 |f:3.4.5|. Reported procedure: To a solution of (2-benzyloxy-5-methoxyphenyl)-(4-methoxyphenyl)methanol (2.54 g, 7.25 mmol) in methanol (50 ml), a 20% palladium hydroxide catalyst (250 mg) was added and furthermore 36% HCl (0.25 mL) was added thereto. The mixture was stirred under a hydrogen atmosphere for 14 hours, and then the catalyst was filtered off. The solvent was distilled under reduced pressure, and the obtained residue was purified by silica gel column chromatography [developing solution=ethyl acetate:n-hexane (1:4)... Starting materials: C1CCN2CCC(CC12)=O ((±)-1,2,3,5,6,7,8,8a-octahydroindolizin-7-one), N.C(C)O (ammonia ethanol), [H][H] (hydrogen). Reagents/catalysts: [Pd] (palladium on charcoal). Yields the product NC1CCN2CCCC2C1 ((±)-7-Amino-1,2,3,5,6,7,8,8a-octahydroindolizine). Isolated yield 97.5%. Reaction SMILES: [CH2:1]1[CH:9]2[N:4]([CH2:5][CH2:6][C:7](=O)[CH2:8]2)[CH2:3][CH2:2]1.[NH3:11].C(O)C.[H][H]>[Pd]>[NH2:11][CH:7]1[CH2:8][CH:9]2[N:4]([CH2:3][CH2:2][CH2:1]2)[CH2:5][CH2:6]1 |f:1.2|. Procedure details: (±)-1,2,3,5,6,7,8,8a-octahydroindolizin-7-one (5.0 g, 35.9 mmol) was dissolved in a solution of 2M ammonia/ethanol (54 ml, 108 mmol calculated in terms of ammonia). The resulting solution was stirred at room temperature in an atmosphere of hydrogen in the presence of 10% palladium on charcoal (500 mg) for 4 hours. At the end of this time, the reaction mixture was filtered to remove the catalyst and the filtrate was concentrated by evaporation under reduced pressure, to give the title compound (4... The reactants are C1COCCO1, COC(=O)CCSCc1ccc(-c2oncc2C(=O)OC(C)(C)C)cc1, Cl. Product: COC(=O)CCSCc1ccc(-c2oncc2C(=O)O)cc1. Reaction SMILES: [CH2:28]1[O:29][CH2:30][CH2:31][O:32][CH2:33]1.[CH3:1][O:2][C:3]([CH2:4][CH2:5][S:6][CH2:7][c:8]1[cH:9][cH:10][c:11](-[c:14]2[c:15]([C:19](=[O:20])[O:21][C:22]([CH3:23])([CH3:24])[CH3:25])[cH:16][n:17][o:18]2)[cH:12][cH:13]1)=[O:26].[ClH:27]>>[CH3:1][O:2][C:3]([CH2:4][CH2:5][S:6][CH2:7][c:8]1[cH:9][cH:10][c:11](-[c:14]2[c:15]([C:19](=[O:20])[OH:21])[cH:16][n:17][o:18]2)[cH:12][cH:13]1)=[O:26]. The reactants are COC(=O)NC(C(=O)N1CCCC1c1ncc(-c2ccc(-c3ccc(-c4cnc(CN5CCCC(NC(=O)OC(C)(C)C)C5=O)[nH]4)cc3)cc2)[nH]1)C(C)C, ClCCl, Cl, C1COCCO1. Yields the product COC(=O)NC(C(=O)N1CCCC1c1ncc(-c2ccc(-c3ccc(-c4cnc(CN5CCCC(N)C5=O)[nH]4)cc3)cc2)[nH]1)C(C)C. RXN SMILES: [C:2]([O:3][C:4](=[O:5])[NH:8][CH:9]1[C:10](=[O:54])[N:11]([CH2:15][c:16]2[nH:17][c:18](-[c:21]3[cH:22][cH:23][c:24](-[c:27]4[cH:28][cH:29][c:30](-[c:33]5[nH:34][c:35]([CH:38]6[N:39]([C:43]([CH:44]([CH:45]([CH3:46])[CH3:47])[NH:48][C:49](=[O:50])[O:51][CH3:52])=[O:53])[CH2:40][CH2:41][CH2:42]6)[n:36][cH:37]5)[cH:31][cH:32]4)[cH:25][cH:26]3)[cH:19][n:20]2)[CH2:12][CH2:13][CH2:14]1)([CH3:6])([CH3:7])[CH3:55].[Cl:62][CH2:63][Cl:64].[ClH:1].[O:56]1[CH2:57][CH2:58][O:59][CH2:60][CH2:61]1>>[NH2:8][CH:9]1[C:10](=[O:54])[N:11]([CH2:15][c:16]2[nH:17][c:18](-[c:21]3[cH:22][cH:23][c:24](-[c:27]4[cH:28][cH:29][c:30](-[c:33]5[nH:34][c:35]([CH:38]6[N:39]([C:43]([CH:44]([CH:45]([CH3:46])[CH3:47])[NH:48][C:49](=[O:50])[O:51][CH3:52])=[O:53])[CH2:40][CH2:41][CH2:42]6)[n:36][cH:37]5)[cH:31][cH:32]4)[cH:25][cH:26]3)[cH:19][n:20]2)[CH2:12][CH2:13][CH2:14]1. Reactants: BrC1=CC(=CC(=C1)[N+](=O)[O-])S(=O)(=O)C (1-Bromo-3-methylsulfonyl-5-nitro-benzene). The reagents and catalysts are [Ni] (Raney-Nickel). Solvent: C1CCOC1 (THF). The product is BrC=1C=C(N)C=C(C1)S(=O)(=O)C (3-Bromo-5-(methylsulfonyl)-aniline). Reaction SMILES: [Br:1][C:2]1[CH:7]=[C:6]([N+:8]([O-])=O)[CH:5]=[C:4]([S:11]([CH3:14])(=[O:13])=[O:12])[CH:3]=1>C1COCC1.[Ni]>[Br:1][C:2]1[CH:7]=[C:6]([CH:5]=[C:4]([S:11]([CH3:14])(=[O:13])=[O:12])[CH:3]=1)[NH2:8]. Procedure: 1-Bromo-3-methylsulfonyl-5-nitro-benzene (100 mg; 0.4 mmol) was dissolved in THF (10 ml). Raney-Nickel was added and the mixture hydrogenated at 1 bar. The reaction mixture was filtrated and concentrated. 30 mg (0.16 mmol; 40%) of target compound were obtained as a yellow solid. The reactants are O=C([O-])[O-], CCCCCC(O)C=CC1CCC(CCCCCCCC(=O)OC)O1, CO, [K+], [K+]. The product is CCCCCC(O)C=CC1CCC(CCCCCCCC(=O)O)O1. Reaction SMILES: [C:26](=[O:27])([O-:28])[O-:29].[CH3:1][O:2][C:3]([CH2:4][CH2:5][CH2:6][CH2:7][CH2:8][CH2:9][CH2:10][CH:11]1[O:12][CH:13]([CH:16]=[CH:17][CH:18]([CH2:19][CH2:20][CH2:21][CH2:22][CH3:23])[OH:24])[CH2:14][CH2:15]1)=[O:25].[CH3:32][OH:33].[K+:30].[K+:31]>>[O:2]=[C:3]([CH2:4][CH2:5][CH2:6][CH2:7][CH2:8][CH2:9][CH2:10][CH:11]1[O:12][CH:13]([CH:16]=[CH:17][CH:18]([CH2:19][CH2:20][CH2:21][CH2:22][CH3:23])[OH:24])[CH2:14][CH2:15]1)[OH:25]. Reactants: C(C)O (ethanol), C([O-])([O-])=O.[K+].[K+] (potassium carbonate), IC1=C(C(=O)Cl)C(=C(C(=C1C(=O)NC)I)NC(COC)=O)I (2,4,6-Triiodo-5-methoxyacetamido-N-methylisophthalamoyl chloride), IC1=C(C(=O)Cl)C(=C(C(=C1C(=O)NC)I)NC(COC)=O)I (2,4,6-triiodo-5-methoxyacetamido-N-methylisophthalamoyl chloride). The product is IC1=C(C(=O)OCC)C(=C(C(=C1C(=O)NC)I)NC(COC)=O)I (ethyl 2,4,6-triiodo-5-methoxyacetamido-N-methylisophthalamate). RXN SMILES: [CH2:1]([OH:3])[CH3:2].C(=O)([O-])[O-].[K+].[K+].[I:10][C:11]1[C:19]([C:20]([NH:22][CH3:23])=[O:21])=[C:18]([I:24])[C:17]([NH:25][C:26](=[O:30])[CH2:27][O:28][CH3:29])=[C:16]([I:31])[C:12]=1[C:13](Cl)=[O:14]>>[I:10][C:11]1[C:19]([C:20]([NH:22][CH3:23])=[O:21])=[C:18]([I:24])[C:17]([NH:25][C:26](=[O:30])[CH2:27][O:28][CH3:29])=[C:16]([I:31])[C:12]=1[C:13]([O:3][CH2:1][CH3:2])=[O:14] |f:1.2.3|. Procedure details: A solution of 2,4,6-triiodo-5-methoxyacetamido-N-methylisophthalamoyl chloride in N,N-dimethylacetamide (prepared as in Example 3) is treated with absolute ethanol in the presence of potassium carbonate. After the reaction is complete, the inorganic salts are removed by filtration and the filtrate is evaporated to dryness to provide ethyl 2,4,6-triiodo-5-methoxyacetamido-N-methylisophthalamate.